From a dataset of the Open Reaction Database (ORD), a public repository of structured organic reaction records. describe an organic reaction: reactants, conditions, products, and yield Reaction SMILES: [C:25]([O:26][BH-:27]([O:28][C:29](=[O:30])[CH3:31])[O:32][C:33](=[O:34])[CH3:35])(=[O:36])[CH3:37].[CH2:1]1[CH2:2][CH2:3][NH:4][CH2:5][CH2:6]1.[CH2:49]([Cl:50])[Cl:51].[CH3:39][C:40](=[O:41])[OH:42].[CH3:47][OH:48].[CH:7](=[O:8])[c:9]1[cH:10][cH:11][c:12]([O:13][c:14]2[n:15][cH:16][c:17]([C:18](=[O:19])[NH2:20])[cH:21][cH:22]2)[cH:23][cH:24]1.[Cl:43][CH2:44][CH2:45][Cl:46].[Na+:38]>>[CH2:1]1[CH2:2][CH2:3][N:4]([CH2:7][c:9]2[cH:10][cH:11][c:12]([O:13][c:14]3[n:15][cH:16][c:17]([C:18](=[O:19])[NH2:20])[cH:21][cH:22]3)[cH:23][cH:24]2)[CH2:5][CH2:6]1. The product is NC(=O)c1ccc(Oc2ccc(CN3CCCCC3)cc2)nc1. Reactants: CC(=O)O[BH-](OC(C)=O)OC(C)=O, C1CCNCC1, ClCCl, CC(=O)O, CO, NC(=O)c1ccc(Oc2ccc(C=O)cc2)nc1, ClCCCl, [Na+]. The reactants are C[O-].[Na+] (sodium methylate), [Br-].ClC1=C(C[P+](C2=CC=CC=C2)(C2=CC=CC=C2)C2=CC=CC=C2)C=CC(=C1)C(=O)OC ((2-chloro-4-methoxycarbonylbenzyl)-triphenylphosphonium bromide), C(=O)C1=CC=C(C(=O)OC)C=C1 (methyl 4-formylbenzoate). The solvent is O1CCCC1 (tetrahydrofuran). Conditions: time 1 hour. Product: ClC1=C(C=CC(=C1)C(=O)OC)\C=C/C1=CC=C(C=C1)C(=O)OC (dimethyl (Z)-2-chlorostilbene-4,4'-dicarboxylate). Reaction SMILES: [Br-].[Cl:2][C:3]1[CH:28]=[C:27]([C:29]([O:31][CH3:32])=[O:30])[CH:26]=[CH:25][C:4]=1[CH2:5][P+](C1C=CC=CC=1)(C1C=CC=CC=1)C1C=CC=CC=1.C[O-].[Na+].[CH:36]([C:38]1[CH:47]=[CH:46][C:41]([C:42]([O:44][CH3:45])=[O:43])=[CH:40][CH:39]=1)=O>O1CCCC1>[Cl:2][C:3]1[CH:28]=[C:27]([C:29]([O:31][CH3:32])=[O:30])[CH:26]=[CH:25][C:4]=1/[CH:5]=[CH:36]\[C:38]1[CH:39]=[CH:40][C:41]([C:42]([O:44][CH3:45])=[O:43])=[CH:46][CH:47]=1 |f:0.1,2.3|. Reported procedure: A suspension of 52.6 g of (2-chloro-4-methoxycarbonylbenzyl)-triphenylphosphonium bromide in 500 ml of tetrahydrofuran was treated at 0° C. with 115 ml of 2% methanolic sodium methylate solution. Then, a solution of 16.4 g of methyl 4-formylbenzoate was added dropwise within 10 minutes and the mixture was stirred at room temperature for 1 hour. The suspension was filtered over Dicalite and the filtrate was evaporated. The residue was chromatographed using ethyl acetate/hexane/methylene chloride ... Reactants: NC=1SC(=NN1)SCCCCCCC (2-amino-5-heptylthio-1,3,4-thiadiazole), ClC1=C(C(=CC(=C1)Cl)Cl)OC(C(C(=O)OC1=C(C=C(C=C1Cl)Cl)Cl)C)=O (bis(2,4,6-trichlorophenyl)-2-methyl-malonate), ClC1=CC=CC=C1 (chlorobenzene). Run in CCCCCC (n-hexane). Reaction conditions: time 45 minute. Product: C(CCCCCC)SC1=NN2C(=NC(=C(C2=O)C)O)S1 (2-heptylthio-7-hydroxy-6-methyl-5H-1,3,4-thiadiazolo-[3,2-a] pyrimidin-5-one). The yield is 78.0%. Reaction SMILES: [NH2:1][C:2]1[S:3][C:4]([S:7][CH2:8][CH2:9][CH2:10][CH2:11][CH2:12][CH2:13][CH3:14])=[N:5][N:6]=1.ClC1C=C(Cl)C=C(Cl)C=1[O:24][C:25](=O)[CH:26]([CH3:39])[C:27](OC1C(Cl)=CC(Cl)=CC=1Cl)=[O:28].ClC1C=CC=CC=1>CCCCCC>[CH2:8]([S:7][C:4]1[S:3][C:2]2=[N:1][C:27]([OH:28])=[C:26]([CH3:39])[C:25](=[O:24])[N:6]2[N:5]=1)[CH2:9][CH2:10][CH2:11][CH2:12][CH2:13][CH3:14]. Procedure: A mixture of 19.7 g of the thus obtained 2-amino-5-heptylthio-1,3,4-thiadiazole, 40.9 g of bis(2,4,6-trichlorophenyl)-2-methyl-malonate and 55 ml of chlorobenzene was stirred at 140°~144° C. for 45 minutes. After cooling, n-hexane was added thereto, the precipitate was collected by filtration. Further n-hexane was added to the filtrate, and the precipitate was collected The collected precipitates were combined. The combined precipitate was washed with n-hexane and thus 21.2 g of 2-heptylthio-7-h... The reactants are [OH-].[Na+] (NaOH), mixture, NC(CN(C(OC(C)(C)C)=O)CC1=C(C=CC(=C1)C(F)(F)F)C1=C(C=CC(=C1)C(C)C)OC)C1=CC(=CC(=C1)C(F)(F)F)C(F)(F)F (tert-butyl {2-amino-2-[3,5-bis(trifluoromethyl)phenyl]ethyl}{[5′-isopropyl-2′-methoxy-4-(trifluoromethyl)biphenyl-2-yl]methyl}carbamate), FC(C=1C=C(C=C(C1)C(F)(F)F)C(CNCC1=C(C=CC(=C1)C(F)(F)F)C1=C(C=CC(=C1)C(C)C)OC)NC(OC(C)(C)C)=O)(F)F (tert-butyl [1-[3,5-bis(trifluoromethyl)phenyl]-2-({[5′-isopropyl-2′-methoxy-4-(trifluoromethyl)biphenyl-2-yl]methyl}amino)ethyl]carbamate), C(=O)(C(F)(F)F)O (TFA). Run in C(Cl)Cl (CH2Cl2). Run at time 5 hour. Product: FC(C=1C=C(C=C(C1)C(F)(F)F)C(CNCC1=C(C=CC(=C1)C(F)(F)F)C1=C(C=CC(=C1)C(C)C)OC)N)(F)F (1-[3,5-bis(trifluoromethyl)phenyl]-N2-{[5′-isopropyl-2′-methoxy-4-(trifluoromethyl)biphenyl-2-yl]methyl}ethane-1,2-diamine). Reaction SMILES: [NH2:1][CH:2]([C:34]1[CH:39]=[C:38]([C:40]([F:43])([F:42])[F:41])[CH:37]=[C:36]([C:44]([F:47])([F:46])[F:45])[CH:35]=1)[CH2:3][N:4]([CH2:12][C:13]1[CH:18]=[C:17]([C:19]([F:22])([F:21])[F:20])[CH:16]=[CH:15][C:14]=1[C:23]1[CH:28]=[C:27]([CH:29]([CH3:31])[CH3:30])[CH:26]=[CH:25][C:24]=1[O:32][CH3:33])C(=O)OC(C)(C)C.FC(F)(F)C1C=C(C(NC(=O)OC(C)(C)C)CNCC2C=C(C(F)(F)F)C=CC=2C2C=C(C(C)C)C=CC=2OC)C=C(C(F)(F)F)C=1.C(O)(C(F)(F)F)=O.[OH-].[Na+]>C(Cl)Cl>[F:41][C:40]([F:42])([F:43])[C:38]1[CH:39]=[C:34]([CH:2]([NH2:1])[CH2:3][NH:4][CH2:12][C:13]2[CH:18]=[C:17]([C:19]([F:20])([F:21])[F:22])[CH:16]=[CH:15][C:14]=2[C:23]2[CH:28]=[C:27]([CH:29]([CH3:31])[CH3:30])[CH:26]=[CH:25][C:24]=2[O:32][CH3:33])[CH:35]=[C:36]([C:44]([F:45])([F:47])[F:46])[CH:37]=1 |f:3.4|. Procedure: To a solution of 283.5 mg (0.418 mmol) of the mixture of tert-butyl {2-amino-2-[3,5-bis(trifluoromethyl)phenyl]ethyl}{[5′-isopropyl-2′-methoxy-4-(trifluoromethyl)biphenyl-2-yl]methyl}carbamate and tert-butyl [1-[3,5-bis(trifluoromethyl)phenyl]-2-({[5′-isopropyl-2′-methoxy-4-(trifluoromethyl)biphenyl-2-yl]methyl}amino)ethyl]carbamate in CH2Cl2 (15 mL) was added TFA (1.5 mL). The reaction was stirred at room temperature for 5 hours and then poured into 1 N NaOH (50 mL). The mixture was extracted w... Starting materials: CCCCCCCC(=O)Cl, CN(C)c1ccncc1, Cl, O, NS(=O)(=O)c1nc2cc(O)ccc2s1, c1ccncc1. Yields the product CCCCCCCC(=O)Oc1ccc2sc(S(N)(=O)=O)nc2c1. RXN SMILES: [C:15]([CH2:16][CH2:17][CH2:18][CH2:19][CH2:20][CH2:21][CH3:22])(=[O:23])[Cl:24].[CH3:27][N:28]([CH3:29])[c:30]1[cH:31][cH:32][n:33][cH:34][cH:35]1.[ClH:26].[OH2:25].[OH:1][c:2]1[cH:3][cH:4][c:5]2[c:6]([n:7][c:8]([S:10](=[O:11])(=[O:12])[NH2:13])[s:9]2)[cH:14]1.[cH:36]1[cH:37][cH:38][n:39][cH:40][cH:41]1>>[O:1]([c:2]1[cH:3][cH:4][c:5]2[c:6]([n:7][c:8]([S:10](=[O:11])(=[O:12])[NH2:13])[s:9]2)[cH:14]1)[C:15]([CH2:16][CH2:17][CH2:18][CH2:19][CH2:20][CH2:21][CH3:22])=[O:23]. The reactants are CCOCCO, COc1cc2ncc(C#N)c(Cl)c2cc1OC, Cl, Nc1ccc(Oc2ccccc2)cc1, c1ccncc1. Product: COc1cc2ncc(C#N)c(Nc3ccc(Oc4ccccc4)cc3)c2cc1OC. As a reaction SMILES: [CH3:39][CH2:40][O:41][CH2:42][CH2:43][OH:44].[Cl:1][c:2]1[c:3]([C:16]#[N:17])[cH:4][n:5][c:6]2[cH:7][c:8]([O:14][CH3:15])[c:9]([O:12][CH3:13])[cH:10][c:11]12.[ClH:18].[O:25]([c:26]1[cH:27][cH:28][cH:29][cH:30][cH:31]1)[c:32]1[cH:33][cH:34][c:35]([NH2:36])[cH:37][cH:38]1.[n:19]1[cH:20][cH:21][cH:22][cH:23][cH:24]1>>[c:2]1([NH:36][c:35]2[cH:34][cH:33][c:32]([O:25][c:26]3[cH:27][cH:28][cH:29][cH:30][cH:31]3)[cH:38][cH:37]2)[c:3]([C:16]#[N:17])[cH:4][n:5][c:6]2[cH:7][c:8]([O:14][CH3:15])[c:9]([O:12][CH3:13])[cH:10][c:11]12.